This data is from the Open Reaction Database (ORD), a public repository of structured organic reaction records. The task is: describe an organic reaction: reactants, conditions, products, and yield Reaction SMILES: [Cl:1][C:2]1[CH:7]=[C:6]([Cl:8])[CH:5]=[CH:4][C:3]=1[C:9]1[CH:10]=[C:11]2[C@@H:21]3[CH2:22][N:23](C(OC(C)(C)C)=O)[CH2:24][CH2:25][C@@H:20]3[N:13]3[CH2:14][CH2:15][N:16]([CH3:19])[C:17]([CH:18]=1)=[C:12]23.[OH-].[Na+]>>[Cl:1][C:2]1[CH:7]=[C:6]([Cl:8])[CH:5]=[CH:4][C:3]=1[C:9]1[CH:10]=[C:11]2[C@@H:21]3[CH2:22][NH:23][CH2:24][CH2:25][C@@H:20]3[N:13]3[CH2:14][CH2:15][N:16]([CH3:19])[C:17]([CH:18]=1)=[C:12]23 |f:1.2|. Yields the product hydrochloride salt, ClC1=C(C=CC(=C1)Cl)C=1C=C2C=3N(CCN(C3C1)C)[C@@H]1[C@H]2CNCC1 ((6bR,10aS)-5-(2,4-dichlorophenyl)-3-methyl-2,3,6b,7,8,9,10,10a-octahydro-1H-pyrido[3′,4′:4,5]pyrrolo[1,2,3-de]quinoxaline). Reactants: ClC1=C(C=CC(=C1)Cl)C=1C=C2C=3N(CCN(C3C1)C)[C@@H]1[C@H]2CN(CC1)C(=O)OC(C)(C)C (tert-butyl (6bR,10aS)-5-(2,4-dichlorophenyl)-3-methyl-2,3,6b,9,10,10a-hexahydro-1H-pyrido[3′,4′:4,5]pyrrolo[1,2,3-de]quinoxaline-8(7H)-carboxylate), [OH-].[Na+] (NaOH). Yield: 78.6%. Procedure details: The hydrochloride salt of the title compound was prepared from tert-butyl (6bR,10aS)-5-(2,4-dichlorophenyl)-3-methyl-2,3,6b,9,10,10a-hexahydro-1H-pyrido[3′,4′:4,5]pyrrolo[1,2,3-de]quinoxaline-8(7H)-carboxylate (50 mg) using the deprotection procedures described in Example 275, Step B. The salt formed was free-based with 6 N NaOH to give the title compound (31 mg, 80%). 1H NMR (CD3OD, 300 MHz) δ 1.80–1.90 (m, 1H), 1.96–2.10 (m, 1H), 2.50 (m, 2H), 2.76–2.90 (m, 5H), 2.93–3.1 (m, 2H), 3.20–3.50 (m,... Starting materials: FC=1C=C(C=NC1)CN ((5-fluoropyridin-3-yl)methanamine), O1C(=NC=C1)CN (oxazol-2-ylmethanamine), C1(CC1)CN1C(N(CC1)C=1SC(=C(N1)C)C(=O)O)=O (2-(3-(cyclopropylmethyl)-2-oxoimidazolidin-1-yl)-4-methylthiazole-5-carboxylic acid). Yields the product C1(CC1)CN1C(N(CC1)C=1SC(=C(N1)C)C(=O)NCC=1OC=CN1)=O (2-(3-(cyclopropylmethyl)-2-oxoimidazolidin-1-yl)-4-methyl-N-(oxazol-2-ylmethyl)thiazole-5-carboxamide). Yield: 25.0%. RXN SMILES: FC1C=C(CN)C=NC=1.[O:10]1[CH:14]=[CH:13][N:12]=[C:11]1[CH2:15][NH2:16].[CH:17]1([CH2:20][N:21]2[CH2:25][CH2:24][N:23]([C:26]3[S:27][C:28]([C:32](O)=[O:33])=[C:29]([CH3:31])[N:30]=3)[C:22]2=[O:35])[CH2:19][CH2:18]1>>[CH:17]1([CH2:20][N:21]2[CH2:25][CH2:24][N:23]([C:26]3[S:27][C:28]([C:32]([NH:16][CH2:15][C:11]4[O:10][CH:14]=[CH:13][N:12]=4)=[O:33])=[C:29]([CH3:31])[N:30]=3)[C:22]2=[O:35])[CH2:18][CH2:19]1. Procedure details: Following the procedure as describe in Example 12, making variations as required to replace (5-fluoropyridin-3-yl)methanamine with oxazol-2-ylmethanamine to react with 2-(3-(cyclopropylmethyl)-2-oxoimidazolidin-1-yl)-4-methylthiazole-5-carboxylic acid, the title compound was obtained as a colorless solid in 25% yield: mp 172-174° C. (dichloromethane/hexanes); 1H NMR (300 MHz, CD3OD) δ 7.86 (s, 1H), 7.14-7.10 (m, 1H), 4.61 (s, 2H), 4.12-4.07 (m, 2H), 3.78-3.72 (m, 2H), 3.18 (d, J=7.1 Hz, 2H), 2.5... The reactants are BrCc1ccc2ccccc2c1, O=C([O-])[O-], O=C(O)C(F)(F)F, O=C(O)C(F)(F)F, [K+], [K+], Nc1nc(N)c2nc(CN3CCNCC3)nnc2n1, CN(C)C=O. The product is Nc1nc(N)c2nc(CN3CCN(Cc4ccc5ccccc5c4)CC3)nnc2n1. As a reaction SMILES: [Br:27][CH2:28][c:29]1[cH:30][c:31]2[cH:32][cH:33][cH:34][cH:35][c:36]2[cH:37][cH:38]1.[C:39](=[O:40])([O-:41])[O-:42].[F:20][C:21]([F:22])([F:23])[C:24]([OH:25])=[O:26].[F:45][C:46]([F:47])([F:48])[C:49]([OH:50])=[O:51].[K+:43].[K+:44].[N:1]1([CH2:7][c:8]2[n:9][n:10][c:11]3[c:12]([n:13]2)[c:14]([NH2:19])[n:15][c:16]([NH2:18])[n:17]3)[CH2:2][CH2:3][NH:4][CH2:5][CH2:6]1.[O:52]=[CH:53][N:54]([CH3:55])[CH3:56]>>[N:1]1([CH2:7][c:8]2[n:9][n:10][c:11]3[c:12]([n:13]2)[c:14]([NH2:19])[n:15][c:16]([NH2:18])[n:17]3)[CH2:2][CH2:3][N:4]([CH2:28][c:29]2[cH:30][c:31]3[cH:32][cH:33][cH:34][cH:35][c:36]3[cH:37][cH:38]2)[CH2:5][CH2:6]1. Reactants: S1C(=NC2=C1C=CC=C2)N(C(=O)C=2C=CC=C1CCN(CC21)C=2SC(=C(N2)C(=O)OC)CN2CCN(CC2)C2=CC=CC=C2)COCC[Si](C)(C)C (methyl 2-(8-(benzo[d]thiazol-2-yl((2-(trimethylsilyl)ethoxy)methyl)carbamoyl)-3,4-dihydroisoquinolin-2(1H)-yl)-5-((4-phenylpiperazin-1-yl)methyl)thiazole-4-carboxylate), CN1CCC(CC1)=O (1-methylpiperidin-4-one), C(=O)C1=C(N=C(S1)N1CC2=C(C=CC=C2CC1)C(/N=C\1/SC2=C(N1COCC[Si](C)(C)C)C=CC=C2)=O)C(=O)OC ((E)-methyl 5-formyl-2-(8-(3-((2-(trimethylsilyl)ethoxy)methyl)benzo[d]thiazol-2(3H)-ylidenecarbamoyl)-3,4-dihydroisoquinolin-2(1H)-yl)thiazole-4-carboxylate), NC1=CC=C(C=C1)O (4-aminophenol). Product: CN1CCC(CC1)NC1=CC=C(C=C1)O (4-(1-methylpiperidin-4-ylamino)phenol). Reaction SMILES: S1C2C=CC=CC=2N=C1N(COCC[Si](C)(C)C)C(C1C=CC=[C:17]2[C:22]=1[CH2:21][N:20]([C:23]1SC(CN3CCN(C4C=CC=CC=4)CC3)=C(C(OC)=O)N=1)[CH2:19][CH2:18]2)=O.C(C1SC(N2CCC3C(=C(C(=O)/N=C4/SC5C=CC=CC=5N/4COCC[Si](C)(C)C)C=CC=3)C2)=NC=1C(OC)=O)=O.[NH2:94][C:95]1[CH:100]=[CH:99][C:98]([OH:101])=[CH:97][CH:96]=1.CN1CCC(=O)CC1>>[CH3:23][N:20]1[CH2:21][CH2:22][CH:17]([NH:94][C:95]2[CH:100]=[CH:99][C:98]([OH:101])=[CH:97][CH:96]=2)[CH2:18][CH2:19]1. Procedure details: The compound 104A was prepared in a similar manner to the synthesis of compound 62A by substituting 1-phenylpiperazine and compound 45C with 4-aminophenol and 1-methylpiperidin-4-one, respectively: ESI (+)/LC/MS: 207 (M+H)+.